From a dataset of the Open Reaction Database (ORD), a public repository of structured organic reaction records. describe an organic reaction: reactants, conditions, products, and yield Starting materials: C([O-])(O)=O.[Na+] (Sodium bicarbonate), ClC1=NC=CC(=N1)Cl (2,4-dichloropyrimidine), COC1=CC=C(N)C=C1 (4-Methoxyaniline). Solvent: O (water), C(C)O (ethanol). Run at temperature 0 celsius, time 6 hour. The product is ClC1=NC=CC(=N1)NC1=CC=C(C=C1)OC ((2-chloropyrimidin-4-yl)-(4-methoxyphenyl)-amine). Yield: 75.1%. As a reaction SMILES: C(=O)(O)[O-].[Na+].[Cl:6][C:7]1[N:12]=[C:11](Cl)[CH:10]=[CH:9][N:8]=1.[CH3:14][O:15][C:16]1[CH:22]=[CH:21][C:19]([NH2:20])=[CH:18][CH:17]=1>C(O)C.O>[Cl:6][C:7]1[N:12]=[C:11]([NH:20][C:19]2[CH:21]=[CH:22][C:16]([O:15][CH3:14])=[CH:17][CH:18]=2)[CH:10]=[CH:9][N:8]=1 |f:0.1|. Procedure details: Sodium bicarbonate (1.26 g, 11.9 mmol) is added to a slurry of 2,4-dichloropyrimidine (1.01 g, 6.78 mmol) in ethanol (30 mL) at 0° C. 4-Methoxyaniline (840 mg, 6.82 mmol) is added and the slurry stirred at 0° C. for 6 hours. The reaction mixture is warmed to room temperature for 1 hour, then diluted with water (50 mL) and extracted three times with CHCl3 (50 mL). The combined organic layers are washed with water (50 mL) and brine (50 mL), dried over sodium sulfate, filtered and concentrated in v...